Dataset: the Open Reaction Database (ORD), a public repository of structured organic reaction records. Task: describe an organic reaction: reactants, conditions, products, and yield The reactants are O=C([O-])[O-], CO, CC(C)(C)OC(=O)N1CCC(S(=O)(=O)c2ccc(Cl)c(Cl)c2)CC1, Cl, [Na+], [Na+]. Product: O=S(=O)(c1ccc(Cl)c(Cl)c1)C1CCNCC1. Reaction SMILES: [C:26](=[O:27])([O-:28])[O-:29].[CH3:32][OH:33].[Cl:1][c:2]1[cH:3][c:4]([S:9](=[O:10])(=[O:11])[CH:12]2[CH2:13][CH2:14][N:15]([C:18]([O:19][C:20]([CH3:21])([CH3:22])[CH3:23])=[O:24])[CH2:16][CH2:17]2)[cH:5][cH:6][c:7]1[Cl:8].[ClH:25].[Na+:30].[Na+:31]>>[Cl:1][c:2]1[cH:3][c:4]([S:9](=[O:10])(=[O:11])[CH:12]2[CH2:13][CH2:14][NH:15][CH2:16][CH2:17]2)[cH:5][cH:6][c:7]1[Cl:8].